From a dataset of the Open Reaction Database (ORD), a public repository of structured organic reaction records. describe an organic reaction: reactants, conditions, products, and yield Starting materials: NC[C@H]1N(CCC[C@H]1C)C(=O)C1=C(C=CC(=C1)C)C=1C=NN(C1)C (((2S,3R)-2-(aminomethyl)-3-methylpiperidin-1-yl)(5-methyl-2-(1-methyl-1H-pyrazol-4-yl)phenyl)methanone), FC1=CC(=C(C(=O)N2[C@@H]([C@@H](CCC2)C)CN2C(C3=CC=CC=C3C2=O)=O)C=C1)C1=NC=CC=N1 (2-(((2S,3R)-1-(4-fluoro-2-(pyrimidin-2-yl)benzoyl)-3-methylpiperidin-2-yl)methyl)isoindoline-1,3-dione). Product: NC[C@H]1N(CCC[C@H]1C)C(=O)C1=C(C=C(C=C1)F)C1=NC=CC=N1 (((2S,3R)-2-(Aminomethyl)-3-methylpiperidin-1-yl)(4-fluoro-2-(pyrimidin-2-yl)phenyl)methanone). RXN SMILES: NC[C@@H]1[C@H](C)CCCN1C(C1C=C(C)C=CC=1C1C=NN(C)C=1)=O.[F:25][C:26]1[CH:52]=[CH:51][C:29]([C:30]([N:32]2[CH2:37][CH2:36][CH2:35][C@@H:34]([CH3:38])[C@H:33]2[CH2:39][N:40]2C(=O)C3C(=CC=CC=3)C2=O)=[O:31])=[C:28]([C:53]2[N:58]=[CH:57][CH:56]=[CH:55][N:54]=2)[CH:27]=1>>[NH2:40][CH2:39][C@@H:33]1[C@H:34]([CH3:38])[CH2:35][CH2:36][CH2:37][N:32]1[C:30]([C:29]1[CH:51]=[CH:52][C:26]([F:25])=[CH:27][C:28]=1[C:53]1[N:54]=[CH:55][CH:56]=[CH:57][N:58]=1)=[O:31]. Reported procedure: The title compound was prepared following the same general protocol as described for ((2S,3R)-2-(aminomethyl)-3-methylpiperidin-1-yl)(5-methyl-2-(1-methyl-1H-pyrazol-4-yl)phenyl)methanone in Example A1 using 2-(((2S,3R)-1-(4-fluoro-2-(pyrimidin-2-yl)benzoyl)-3-methylpiperidin-2-yl)methyl)isoindoline-1,3-dione. MS (ESI) 329 (M+H). Solvent: CO (methanol). Reagents/catalysts: [Pd] (palladium on activated carbon). Product: C1(CCCC1)CC(C1=CC=C(C=C1)S(=O)(=O)C)C1=CC=2C(=NC=C(C2)F)N1 (2-[2-cyclopentyl-1-(4-methanesulfonyl-phenyl)-ethyl]-5-fluoro-1H-pyrrolo[2,3-b]pyridine). Reaction conditions: temperature 50 celsius. Isolated yield 40.9%. Procedure details: A mixture of 2-[2-cyclopentyl-1-(4-methanesulfonyl-phenyl)-vinyl]-5-fluoro-1H-pyrrolo[2,3-b]pyridine (prepared as in Example 116, 147 mg, 0.38 mmol) and 10% palladium on activated carbon (0.2 g) in methanol (50 mL) was heated at 50° C. under hydrogen (50 psi) for 5 h. After cooling to room temperature, the catalyst was removed by filtration and washed with ethyl acetate. The filtrate was concentrated in vacuo. The residue was purified using a Waters automated flash system (column: Xterra 30 mm×1... Reaction SMILES: [CH:1]1(/[CH:6]=[C:7](/[C:18]2[NH:27][C:21]3=[N:22][CH:23]=[C:24]([F:26])[CH:25]=[C:20]3[CH:19]=2)\[C:8]2[CH:13]=[CH:12][C:11]([S:14]([CH3:17])(=[O:16])=[O:15])=[CH:10][CH:9]=2)[CH2:5][CH2:4][CH2:3][CH2:2]1>[Pd].CO>[CH:1]1([CH2:6][CH:7]([C:18]2[NH:27][C:21]3=[N:22][CH:23]=[C:24]([F:26])[CH:25]=[C:20]3[CH:19]=2)[C:8]2[CH:13]=[CH:12][C:11]([S:14]([CH3:17])(=[O:16])=[O:15])=[CH:10][CH:9]=2)[CH2:5][CH2:4][CH2:3][CH2:2]1. Starting materials: C1(CCCC1)/C=C(\C1=CC=C(C=C1)S(=O)(=O)C)/C1=CC=2C(=NC=C(C2)F)N1 (2-[(E)-2-cyclopentyl-1-(4-methanesulfonyl-phenyl)-vinyl]-5-fluoro-1H-pyrrolo[2,3-b]pyridine). Reaction conditions: time 10 minute. Solvent: CCCCCC (hexane). Reported procedure: A mixture of methyl 3-keto-7-phenylheptenoate (8 g, 34 mmol) and phosphorus pentachloride (14.1 g, 68 mmol) in hexane (60 mL) is heated under reflux for 2 hours. The solution is cooled in ice and methanol (5 mL) is added slowly. The mixture is stirred at room temperature for 10 minutes and is added to water and is extracted with hexane. The organic layer is dried over MgSO4 and the solvent is removed in vacuo. The residue is dissolved in dichloromethane (70 mL) and 17 mL of 2 M oxalyl chloride i... Product: Cl/C(=C/C(=O)OC)/CCCCC1=CC=CC=C1 (methyl (E)-3-chloro-7-phenyl-2-heptenoate), Cl\C(=C/C(=O)OC)\CCCCC1=CC=CC=C1 (methyl (Z)-3-chloro-7-phenyl-2-heptenoate). Reactants: CO (methanol), O (water), O=C(CC(=O)OC)C=CCCC1=CC=CC=C1 (methyl 3-keto-7-phenylheptenoate), P(Cl)(Cl)(Cl)(Cl)Cl (phosphorus pentachloride). Isolated yield 17.0%. As a reaction SMILES: O=[C:2]([CH:8]=[CH:9][CH2:10][CH2:11][C:12]1[CH:17]=[CH:16][CH:15]=[CH:14][CH:13]=1)[CH2:3][C:4]([O:6][CH3:7])=[O:5].P(Cl)(Cl)(Cl)(Cl)[Cl:19].CO.O>CCCCCC>[Cl:19]/[C:2](/[CH2:8][CH2:9][CH2:10][CH2:11][C:12]1[CH:17]=[CH:16][CH:15]=[CH:14][CH:13]=1)=[CH:3]/[C:4]([O:6][CH3:7])=[O:5].[Cl:19]/[C:2](/[CH2:8][CH2:9][CH2:10][CH2:11][C:12]1[CH:17]=[CH:16][CH:15]=[CH:14][CH:13]=1)=[CH:3]\[C:4]([O:6][CH3:7])=[O:5].